The task is: describe an organic reaction: reactants, conditions, products, and yield. This data is from the Open Reaction Database (ORD), a public repository of structured organic reaction records. The reactants are N#Cc1ccc(CCc2coc3cccc(O)c23)cc1, [Li]CCCC, CN([SiH](C)C)[Si](C)(C)C, CCOCC, Cl. The product is N=C(N)c1ccc(CCc2coc3cccc(O)c23)cc1. RXN SMILES: [C:15](#[N:16])[c:17]1[cH:18][cH:19][c:20]([CH2:23][CH2:24][c:25]2[cH:26][o:27][c:28]3[c:29]2[c:30]([OH:34])[cH:31][cH:32][cH:33]3)[cH:21][cH:22]1.[CH2:10]([Li:11])[CH2:12][CH2:13][CH3:14].[CH3:1][SiH:2]([N:3]([CH3:5])[Si:6]([CH3:7])([CH3:8])[CH3:9])[CH3:4].[CH3:36][CH2:37][O:38][CH2:39][CH3:40].[ClH:35]>>[NH:3]=[C:15]([NH2:16])[c:17]1[cH:18][cH:19][c:20]([CH2:23][CH2:24][c:25]2[cH:26][o:27][c:28]3[c:29]2[c:30]([OH:34])[cH:31][cH:32][cH:33]3)[cH:21][cH:22]1. Starting materials: FC=1C=C(C=CC1)C=1C=CC(=NC1)/C=C/C=O ((E)-3-[5-(3-fluorophenyl)pyridin-2-yl]propenal), CN1C(C=CC1=O)=O (N-methylmaleimide), Cl.N1C(CC=CC1)C(=O)O (1,2,3,6-tetrahydropyridine-2-carboxylic acid hydrochloride). The product is FC=1C=C(C=CC1)C=1C=CC(=NC1)/C=C/C1C2C(C3CC=CCN13)C(N(C2=O)C)=O (4-{(E)-2-[5-(3-Fluorophenyl)pyridin-2-yl]vinyl}-2-methyl-3a,4,6,9,9a,9b-hexahydropyrrolo[3,4-a]indolizine-1,3-dione). Reaction SMILES: [F:1][C:2]1[CH:3]=[C:4]([C:8]2[CH:9]=[CH:10][C:11](/[CH:14]=[CH:15]/[CH:16]=O)=[N:12][CH:13]=2)[CH:5]=[CH:6][CH:7]=1.[CH3:18][N:19]1[C:23](=[O:24])[CH:22]=[CH:21][C:20]1=[O:25].Cl.[NH:27]1[CH2:32][CH:31]=[CH:30][CH2:29][CH:28]1C(O)=O>>[F:1][C:2]1[CH:3]=[C:4]([C:8]2[CH:9]=[CH:10][C:11](/[CH:14]=[CH:15]/[CH:16]3[N:27]4[CH:32]([CH2:31][CH:30]=[CH:29][CH2:28]4)[CH:21]4[C:20](=[O:25])[N:19]([CH3:18])[C:23](=[O:24])[CH:22]34)=[N:12][CH:13]=2)[CH:5]=[CH:6][CH:7]=1 |f:2.3|. Reported procedure: The title compound is prepared analogously from 100 mg of (E)-3-[5-(3-fluorophenyl)pyridin-2-yl]propenal, 49 mg of N-methylmaleimide and 58 mg of 1,2,3,6-tetrahydropyridine-2-carboxylic acid hydrochloride. The crude product is purified by column chromatography (silica gel, MeOH:DCM=2:98). In this manner, 3 pure fractions are isolated as racemic mixtures. Solvent: C(C)O (ethanol). RXN SMILES: C([O:8][C:9](=[O:39])[C@H:10]([CH2:19][C:20]1[CH:25]=[CH:24][C:23]([C:26]2[CH:31]=[CH:30][CH:29]=[CH:28][C:27]=2[C:32]([O:34][C:35]([CH3:38])([CH3:37])[CH3:36])=[O:33])=[CH:22][CH:21]=1)[NH:11][C:12]([O:14][C:15]([CH3:18])([CH3:17])[CH3:16])=[O:13])C1C=CC=CC=1>[Pd].C(O)C>[C:12]([NH:11][C@H:10]([C:9]([OH:39])=[O:8])[CH2:19][C:20]1[CH:25]=[CH:24][C:23]([C:26]2[CH:31]=[CH:30][CH:29]=[CH:28][C:27]=2[C:32]([O:34][C:35]([CH3:38])([CH3:37])[CH3:36])=[O:33])=[CH:22][CH:21]=1)([O:14][C:15]([CH3:17])([CH3:16])[CH3:18])=[O:13]. Reagents/catalysts: [Pd] (Palladium on charcoal). Reaction conditions: time 23.5 hour. Procedure details: A mixture of N-Boc-para-(2'-t butoxycarbonylphenyl)phenylalanine-benzyl ester and 10% Palladium on charcoal (0.030 g) in ethanol 20 mL was hydrogenated at 35 psi for 23.5 hours. The reaction mixture was filtered through celite and evaporated to dryness to give the N-Boc-para-(2'-t butoxycarbonylphenyl)phenylalanine (0.175 g). Reactants: C(C1=CC=CC=C1)OC([C@@H](NC(=O)OC(C)(C)C)CC1=CC=C(C=C1)C1=C(C=CC=C1)C(=O)OC(C)(C)C)=O (N-Boc-para-(2'-t butoxycarbonylphenyl)phenylalanine-benzyl ester). The product is C(=O)(OC(C)(C)C)N[C@@H](CC1=CC=C(C=C1)C1=C(C=CC=C1)C(=O)OC(C)(C)C)C(=O)O (N-Boc-para-(2'-t butoxycarbonylphenyl)phenylalanine). The reactants are NC1=CC=CC=C1 (aniline), C(C)(C)N(C(C)C)CC (N,N-diisopropylethylamine), ClS(=O)(=O)C=1C=C(C=CC1)C1=NC2=CC=C(C=C2CC1(C)C)C(=O)OC (methyl 2-(3-(chlorosulfonyl)phenyl)-3,3-dimethyl-3,4-dihydroquinoline-6-carboxylate). The solvent is ClCCl (dichloromethane), ClCCl (dichloromethane). Conditions: time 18 hour. Product: CC1(C(=NC2=CC=C(C=C2C1)C(=O)OC)C1=CC(=CC=C1)S(NC1=CC=CC=C1)(=O)=O)C (methyl 3,3-dimethyl-2-(3-(N-phenylsulfamoyl)phenyl)-3,4-dihydroquinoline-6-carboxylate). The yield is 88.1%. As a reaction SMILES: [NH2:1][C:2]1[CH:7]=[CH:6][CH:5]=[CH:4][CH:3]=1.C(N(CC)C(C)C)(C)C.Cl[S:18]([C:21]1[CH:22]=[C:23]([C:27]2[C:36]([CH3:38])([CH3:37])[CH2:35][C:34]3[C:29](=[CH:30][CH:31]=[C:32]([C:39]([O:41][CH3:42])=[O:40])[CH:33]=3)[N:28]=2)[CH:24]=[CH:25][CH:26]=1)(=[O:20])=[O:19]>ClCCl>[CH3:37][C:36]1([CH3:38])[CH2:35][C:34]2[C:29](=[CH:30][CH:31]=[C:32]([C:39]([O:41][CH3:42])=[O:40])[CH:33]=2)[N:28]=[C:27]1[C:23]1[CH:24]=[CH:25][CH:26]=[C:21]([S:18](=[O:20])(=[O:19])[NH:1][C:2]2[CH:7]=[CH:6][CH:5]=[CH:4][CH:3]=2)[CH:22]=1. Procedure: To a stirred solution of aniline (50 mg, 0.52 mmol) and N,N-diisopropylethylamine (122 mg, 0.86 mmol) in dichloromethane (4 mL) was added methyl 2-(3-(chlorosulfonyl)phenyl)-3,3-dimethyl-3,4-dihydroquinoline-6-carboxylate (170 mg, 0.43 mmol) in dichloromethane (2 mL). The mixture was stirred for 18 h at room temperature and purified on preparative Thin layer chromatography to afford 170 mg of methyl 3,3-dimethyl-2-(3-(N-phenylsulfamoyl)phenyl)-3,4-dihydroquinoline-6-carboxylate, which was used d...